This data is from the Open Reaction Database (ORD), a public repository of structured organic reaction records. The task is: describe an organic reaction: reactants, conditions, products, and yield Reactants: OC1COC(CBr)OCC1O, CC1(C)OC2COC(CBr)OCC2O1, CCC(C)=O. Yields the product CCC1(C)OC2COC(CBr)OCC2O1. RXN SMILES: [Br:15][CH2:16][CH:17]1[O:18][CH2:19][CH:20]([OH:21])[CH:22]([OH:23])[CH2:24][O:25]1.[Br:1][CH2:2][CH:3]1[O:4][CH2:5][CH:6]2[O:7][C:8]([CH3:13])([CH3:14])[O:9][CH:10]2[CH2:11][O:12]1.[CH2:26]([C:27]([CH3:28])=[O:29])[CH3:30]>>[Br:1][CH2:2][CH:3]1[O:4][CH2:5][CH:6]2[O:7][C:8]([CH3:13])([CH2:14][CH3:16])[O:9][CH:10]2[CH2:11][O:12]1. Starting materials: BrCCO (2-bromoethanol), C(CCCCCCCCCCC)S (dodecanethiol), C([O-])([O-])=O.[K+].[K+] (potassium carbonate). The solvent is CN(C=O)C (N,N-dimethylformamide), C1(=CC=CC=C1)C (toluene). Conditions: temperature 22 celsius, time 10 hour. The product is C(CCCCCCCCCCC)SCCO (2-(dodecylthio)ethanol). The yield is 76.5%. RXN SMILES: Br[CH2:2][CH2:3][OH:4].[CH2:5]([SH:17])[CH2:6][CH2:7][CH2:8][CH2:9][CH2:10][CH2:11][CH2:12][CH2:13][CH2:14][CH2:15][CH3:16].C(=O)([O-])[O-].[K+].[K+]>CN(C)C=O.C1(C)C=CC=CC=1>[CH2:5]([S:17][CH2:2][CH2:3][OH:4])[CH2:6][CH2:7][CH2:8][CH2:9][CH2:10][CH2:11][CH2:12][CH2:13][CH2:14][CH2:15][CH3:16] |f:2.3.4|. Reported procedure: A mixture of 2-bromoethanol (6.08 g, 48.7 mmol), dodecanethiol (9.86 g, 48.7 mmol) and potassium carbonate (11 g) in dry N,N-dimethylformamide (100 ml) was stirred at 22° C. for 10 h. The reaction mixture was then diluted with toluene (400 ml) washed with water and dried (magnesium sulfate). The solvent was evaporated under reduced pressure and the residue was filtered through a silica gel pad (toluene -ethyl acetate 95:5) and distilled under vacuum to give 9.18 g (77%) of 2-(dodecylthio)ethanol...